This data is from the Open Reaction Database (ORD), a public repository of structured organic reaction records. The task is: describe an organic reaction: reactants, conditions, products, and yield Starting materials: O=C([O-])O, ClCCl, [Na+], OCc1nccc2c1OCO2, O=S(Cl)Cl. Yields the product ClCc1nccc2c1OCO2. Reaction SMILES: [C:16](=[O:17])([O-:18])[OH:19].[CH2:21]([Cl:22])[Cl:23].[Na+:20].[OH:1][CH2:2][c:3]1[n:4][cH:5][cH:6][c:7]2[c:8]1[O:9][CH2:10][O:11]2.[S:12]([Cl:13])([Cl:14])=[O:15]>>[CH2:2]([c:3]1[n:4][cH:5][cH:6][c:7]2[c:8]1[O:9][CH2:10][O:11]2)[Cl:14]. Starting materials: CC1(C)Oc2ccc(N)cc2C(Oc2ccnc(O)c2)C1O, CC(=O)OC(C)=O, c1ccncc1. Product: CC(=O)Nc1ccc2c(c1)C(Oc1ccnc(O)c1)C(O)C(C)(C)O2. Reaction SMILES: [CH3:1][C:2]1([CH3:22])[O:3][c:4]2[cH:5][cH:6][c:7]([NH2:21])[cH:8][c:9]2[CH:10]([O:13][c:14]2[cH:15][c:16]([OH:20])[n:17][cH:18][cH:19]2)[CH:11]1[OH:12].[CH3:23][C:24](=[O:25])[O:26][C:27](=[O:28])[CH3:29].[cH:30]1[cH:31][cH:32][n:33][cH:34][cH:35]1>>[CH3:1][C:2]1([CH3:22])[O:3][c:4]2[cH:5][cH:6][c:7]([NH:21][C:24]([CH3:23])=[O:25])[cH:8][c:9]2[CH:10]([O:13][c:14]2[cH:15][c:16]([OH:20])[n:17][cH:18][cH:19]2)[CH:11]1[OH:12]. Reactants: ClC1=CC=C(N1C1=CC=C(C=C1)C)C=O (5-chloro-1-(4-methylphenyl)pyrrole-2-carbaldehyde), Cl.NO (hydroxylamine hydrochloride), C(C)(=O)[O-].[Na+] (sodium acetate). The solvent is C(C)O (ethanol). Reaction conditions: temperature 60 celsius, time 1 hour. The product is ClC1=CC=C(N1C1=CC=C(C=C1)C)C=NO (5-chloro-1-(4-methylphenyl)pyrrole-2-carbaldehyde oxime). The yield is 115.4%. As a reaction SMILES: [Cl:1][C:2]1[N:6]([C:7]2[CH:12]=[CH:11][C:10]([CH3:13])=[CH:9][CH:8]=2)[C:5]([CH:14]=O)=[CH:4][CH:3]=1.Cl.[NH2:17][OH:18].C([O-])(=O)C.[Na+]>C(O)C>[Cl:1][C:2]1[N:6]([C:7]2[CH:12]=[CH:11][C:10]([CH3:13])=[CH:9][CH:8]=2)[C:5]([CH:14]=[N:17][OH:18])=[CH:4][CH:3]=1 |f:1.2,3.4|. Reported procedure: A mixture of 5-chloro-1-(4-methylphenyl)pyrrole-2-carbaldehyde (365 mg), hydroxylamine hydrochloride (173 mg), and sodium acetate (204 mg) in 60% aqueous ethanol (6 ml) was stirred at 60° C. for one hour. The mixture was concentrated in vacuo. The residue was dissolved in ethyl acetate. The mixture was washed with water, dried, and concentrated in vacuo to give a residue (450 mg) of 5-chloro-1-(4-methylphenyl)pyrrole-2-carbaldehyde oxime. A mixture of the residue and sodium acetate (30 mg) in ac...